From a dataset of the Open Reaction Database (ORD), a public repository of structured organic reaction records. describe an organic reaction: reactants, conditions, products, and yield The reactants are ClC1=CC=C(N=N1)NNC(COC1=CC=NC2=CC(=CC=C12)OC)=O (N′-(6-chloropyridazin-3-yl)-2-(7-methoxyquinolin-4-yloxy)acetohydrazide), CCOC(=O)/N=N/C(=O)OCC (diethylazodicarboxylate), C1(=CC=CC=C1)P(C1=CC=CC=C1)C1=CC=CC=C1 (triphenylphosphine), C[Si](C)(C)N=[N+]=[N-] (trimethylsilyl azide). The solvent is O1CCCC1 (tetrahydrofuran). Run at temperature 50 celsius. Product: ClC=1C=CC=2N(N1)C(=NN2)COC2=CC=NC1=CC(=CC=C21)OC (4-((6-chloro-[1,2,4]triazolo[4,3-b]pyridazin-3-yl)methoxy)-7-methoxyquinoline). Reaction SMILES: [Cl:1][C:2]1[N:7]=[N:6][C:5]([NH:8][NH:9][C:10](=O)[CH2:11][O:12][C:13]2[C:22]3[C:17](=[CH:18][C:19]([O:23][CH3:24])=[CH:20][CH:21]=3)[N:16]=[CH:15][CH:14]=2)=[CH:4][CH:3]=1.C1(P(C2C=CC=CC=2)C2C=CC=CC=2)C=CC=CC=1.C[Si](N=[N+]=[N-])(C)C.CCOC(/N=N/C(OCC)=O)=O>O1CCCC1>[Cl:1][C:2]1[CH:3]=[CH:4][C:5]2[N:6]([C:10]([CH2:11][O:12][C:13]3[C:22]4[C:17](=[CH:18][C:19]([O:23][CH3:24])=[CH:20][CH:21]=4)[N:16]=[CH:15][CH:14]=3)=[N:9][N:8]=2)[N:7]=1. Procedure: N′-(6-chloropyridazin-3-yl)-2-(7-methoxyquinolin-4-yloxy)acetohydrazide (2.53 g, 7.0 mmol) was suspended in tetrahydrofuran (50 mL) then added triphenylphosphine (2.8 g, 11 mmol) and trimethylsilyl azide (1.4 ml, 11 mmol). To this suspension, was added diethylazodicarboxylate (2.0 ml, 13 mmol) in rapid drops with a syringe. The mixture became clear and hot to the touch. The reaction mixture was heated at 50° C. for 30 minutes. The reaction mixture was concentrated in vacuo. The remaining oil was... Reactants: C(C)(=O)NC(C)C1=CC=CC=C1 (racemic N-acetyl 1-phenylethylamine), Cl (HCl). Solvent: P(=O)([O-])([O-])[O-] (phosphate). Conditions: temperature 20 celsius, time 27 hour. Yields the product C(C)(=O)N[C@@H](C)C1=CC=CC=C1 ((S)-N-acetyl 1-phenylethylamine). The yield is 49.6%. RXN SMILES: [C:1]([NH:4][CH:5]([C:7]1[CH:12]=[CH:11][CH:10]=[CH:9][CH:8]=1)[CH3:6])(=[O:3])[CH3:2].Cl>P([O-])([O-])([O-])=O>[C:1]([NH:4][C@H:5]([C:7]1[CH:12]=[CH:11][CH:10]=[CH:9][CH:8]=1)[CH3:6])(=[O:3])[CH3:2]. Procedure: To 1 g (6.13 mmol) racemic N-acetyl 1-phenylethylamine (+/−)-1a, partially dissolved in 100 ml 0.1 M phosphate buffer pH 7.0, 100 ml (25.3 units) acylase from Arthrobacter aurescens Ac5R is added and the mixture is shaken (100 rpm) at 20° C. for 27 hours. After acidification (pH 2) by addition of HCl the reaction mixture is extracted three times with 100 ml dichloromethane. The combined organic layers are dried (MgSO4) and the solvent is distilled off after filtration, yielding 0.496 g (49.6%) o... Starting materials: CN(CCC1=C(C2=CC=CC3=C2N1C1=C(CC3)C=CC=C1)C)C (1-(2-dimethylaminoethyl)-6,7-dihydro-2-methylindolo[1,7-ab][1]benzazepine), [Na].N (sodium ammonia), ClC(=O)OCC (ethyl chloroformate). Product: C[C@H]1[C@@H](N2C3=C(CCC4=C2C=CC=C4)C=CC=C13)CCNC (trans-1,2,6,7-tetrahydro-2-methyl-1-(2-methylaminoethyl)-indolo[1,7-ab][1]benzazepine). Reaction SMILES: [CH3:1][N:2](C)[CH2:3][CH2:4][C:5]1[N:13]2[C:14]3[CH:21]=[CH:20][CH:19]=[CH:18][C:15]=3[CH2:16][CH2:17][C:11]3=[C:12]2[C:7](=[CH:8][CH:9]=[CH:10]3)[C:6]=1[CH3:22].[Na].N.ClC(OCC)=O>>[CH3:22][C@@H:6]1[C:7]2[C:12]3=[C:11]([CH:10]=[CH:9][CH:8]=2)[CH2:17][CH2:16][C:15]2[CH:18]=[CH:19][CH:20]=[CH:21][C:14]=2[N:13]3[C@H:5]1[CH2:4][CH2:3][NH:2][CH3:1] |f:1.2,^1:23|. Procedure: The 1-(2-dimethylaminoethyl)-6,7-dihydro-2-methylindolo[1,7-ab][1]benzazepine obtained according to part A of this Example could be reduced using sodium/ammonia and demethylated using ethyl chloroformate/alkali in either sequence to yield the trans-1,2,6,7-tetrahydro-2-methyl-1-(2-methylaminoethyl)-indolo[1,7-ab][1]benzazepine [boiling point 144°-152° C/10-4 to 10-5 mm Hg] in the same manner as described in part B of Example 2. The hydrochloride melted at 198°-200° C. The reactants are [H-].[Na+] (sodium hydride), CC(C)(C(=O)[O-])P(=O)(O)OC (Trimethylphosphonoacetate), COCOC1=C(C=CC(=C1)OCOC)C1CCC(CC1)=O (4-[2,4-bis(methoxymethoxy)phenyl]cyclohexanone), O1CCCC1 (tetrahydrofuran). Reaction conditions: temperature 0 celsius. Yields the product COCOC1=C(C=CC(=C1)OCOC)C1CCC(CC1)=CC(=O)OC ((±)-Methyl {4-[2,4-bis(methoxymethoxy)phenyl]cyclohexylidene}acetate). Isolated yield 95.0%. Reaction SMILES: [H-].[Na+].C[C:4](P(OC)(O)=O)([C:6]([O-:8])=[O:7])[CH3:5].[CH3:14][O:15][CH2:16][O:17][C:18]1[CH:23]=[C:22]([O:24][CH2:25][O:26][CH3:27])[CH:21]=[CH:20][C:19]=1[CH:28]1[CH2:33][CH2:32]C(=O)[CH2:30][CH2:29]1.O1CCC[CH2:36]1>>[CH3:14][O:15][CH2:16][O:17][C:18]1[CH:23]=[C:22]([O:24][CH2:25][O:26][CH3:27])[CH:21]=[CH:20][C:19]=1[CH:28]1[CH2:33][CH2:32][C:5](=[CH:4][C:6]([O:8][CH3:36])=[O:7])[CH2:30][CH2:29]1 |f:0.1|. Reported procedure: A round bottomed flask equipped with magnetic stirrer was loaded with sodium hydride (0.20 g, 5.10 mmol, 60% dispersion in mineral oil) which was washed with petroleum ether (4×20 ml). The excess petroleum ether was removed under reduced pressure. Anhydrous tetrahydrofuran (120 ml) was added and the stirred solution was cooled to 0° C. Trimethylphosphonoacetate (756 μl, 5.10 mmol) was added dropwise via syringe and the stirred mixture was allowed to warm to room temperature over 1 hr. The mixtur... Starting materials: CN (Methylamine), CN (methylamine), FC(S(=O)(=O)F)(F)F (Trifluoromethanesulfonylfluoride). Solvent: ClCCl (dichloromethane). Run at time 6 hour. The product is CNS(=O)(=O)C(F)(F)F (N-methyltrifluoromethanesulfonamide). As a reaction SMILES: [CH3:1][NH2:2].[F:3][C:4]([F:10])([F:9])[S:5](F)(=[O:7])=[O:6]>ClCCl>[CH3:1][NH:2][S:5]([C:4]([F:10])([F:9])[F:3])(=[O:7])=[O:6]. Procedure details: A weighed pressure reactor (available from Parr Instrument Co., Moline, Ill.) is charged with dichloromethane (100 mL) and is then cooled using liquid nitrogen. Methylamine is introduced from a cylinder via a stainless steel tube that is connected to a valve on the reactor. The reactor is periodically weighed, and methylamine is added until 20 g have been added. Trifluoromethanesulfonylfluoride is then introduced into the reactor from a cylinder via a stainless steel tube until 97.9 g have been ... Reaction SMILES: [CH3:19][S:20]([CH3:21])=[O:22].[F:1][c:2]1[c:3]([CH3:11])[cH:4][c:5]([N+:8](=[O:9])[O-:10])[cH:6][cH:7]1.[OH:12][CH2:13][CH2:14][NH:15][CH2:16][CH2:17][OH:18]>>[c:2]1([N:15]([CH2:14][CH2:13][OH:12])[CH2:16][CH2:17][OH:18])[c:3]([CH3:11])[cH:4][c:5]([N+:8](=[O:9])[O-:10])[cH:6][cH:7]1. The product is Cc1cc([N+](=O)[O-])ccc1N(CCO)CCO. The reactants are CS(C)=O, Cc1cc([N+](=O)[O-])ccc1F, OCCNCCO.